From a dataset of the Open Reaction Database (ORD), a public repository of structured organic reaction records. describe an organic reaction: reactants, conditions, products, and yield Procedure: A solution of 3-(methylsulfanyl)aniline (658 mg, 4.73 mmol) and pyridine (995 uL, 18.9 mmol) was cooled to 0° C. under N2 before the dropwise addition of bis(trimethylsilyl)trifluorocetamide (1.76 mL, 9.45 mmol) over 5 min. After stirring for 5 min at 0° C., a solution of 4-fluoro-2-nitrobenzenesulfonyl chloride (1.19 g, 4.97 mmol) in 1,4-dioxane (7 mL) was added dropwise over 15 min. The mixture was stirred at rt for 1 h, then at 100° C. for 30 min. After cooling to rt, the mixture was concentr... Reaction conditions: temperature 0 celsius, time 5 minute. The reactants are CSC=1C=C(N)C=CC1 (3-(methylsulfanyl)aniline), N1=CC=CC=C1 (pyridine), FC1=CC(=C(C=C1)S(=O)(=O)Cl)[N+](=O)[O-] (4-fluoro-2-nitrobenzenesulfonyl chloride). Isolated yield 53.5%. Solvent: O1CCOCC1 (1,4-dioxane). RXN SMILES: [CH3:1][S:2][C:3]1[CH:4]=[C:5]([CH:7]=[CH:8][CH:9]=1)[NH2:6].N1C=CC=CC=1.[F:16][C:17]1[CH:22]=[CH:21][C:20]([S:23](Cl)(=[O:25])=[O:24])=[C:19]([N+:27]([O-:29])=[O:28])[CH:18]=1>O1CCOCC1>[F:16][C:17]1[CH:22]=[CH:21][C:20]([S:23]([NH:6][C:5]2[CH:7]=[CH:8][CH:9]=[C:3]([S:2][CH3:1])[CH:4]=2)(=[O:25])=[O:24])=[C:19]([N+:27]([O-:29])=[O:28])[CH:18]=1. Product: FC1=CC(=C(C=C1)S(=O)(=O)NC1=CC(=CC=C1)SC)[N+](=O)[O-] (4-fluoro-N-[3-(methylsulfanyl)phenyl]-2-nitrobenzenesulfonamide). The product is OC1(CCC1)C=1SC(=CN1)C=1C=C(C=C(C1)C)NC1=NC=CC(=N1)C(CO)O (1-[2-({3-[2-(1-hydroxycyclobutyl)-1,3-thiazol-5-yl]-5-methylphenyl}amino)pyrimidin-4-yl]ethane-1,2-diol). Procedure: To a stirred solution of 1-(5-{3-[(4-ethenylpyrimidin-2-yl)amino]-5-methylphenyl}-1,3-thiazol-2-yl)cyclobutanol (200 mg, 0.55 mmol) in THF/water (3.6 mL/1.8 mL) were added osmium tetroxide (4% in water, 0.22 mL, 0.027 mmol) and NMO (77 mg, 0.66 mmol). The reaction mixture was heated to 50° C. overnight. The mixture was cooled to room temperature, treated with aq. Na2S2O3 solution, left to stir overnight, and then extracted with ethyl acetate (3×). The combined organics were washed with brine, dr... The reagents and catalysts are [Os](=O)(=O)(=O)=O (osmium tetroxide). The reactants are C(=C)C1=NC(=NC=C1)NC=1C=C(C=C(C1)C)C1=CN=C(S1)C1(CCC1)O (1-(5-{3-[(4-ethenylpyrimidin-2-yl)amino]-5-methylphenyl}-1,3-thiazol-2-yl)cyclobutanol), C[N+]1(CCOCC1)[O-] (NMO), C1CCOC1.O (THF water), [O-]S(=O)(=S)[O-].[Na+].[Na+] (Na2S2O3). RXN SMILES: C([C:3]1C=C[N:6]=[C:5]([NH:9][C:10]2[CH:11]=[C:12]([C:17]3[S:21][C:20]([C:22]4(O)[CH2:25][CH2:24][CH2:23]4)=[N:19][CH:18]=3)[CH:13]=[C:14]([CH3:16])[CH:15]=2)[N:4]=1)=C.C[N+]1([O-])CC[O:31]CC1.[O-]S([O-])(=S)=O.[Na+].[Na+].[CH2:42]1[CH2:46][O:45][CH2:44][CH2:43]1.[OH2:47]>[Os](=O)(=O)(=O)=O>[OH:47][C:22]1([C:20]2[S:21][C:17]([C:12]3[CH:11]=[C:10]([NH:9][C:5]4[N:6]=[C:42]([CH:43]([OH:31])[CH2:44][OH:45])[CH:46]=[CH:3][N:4]=4)[CH:15]=[C:14]([CH3:16])[CH:13]=3)=[CH:18][N:19]=2)[CH2:23][CH2:24][CH2:25]1 |f:2.3.4,5.6|. Reaction conditions: temperature 50 celsius, time 8 hour.